This data is from the Open Reaction Database (ORD), a public repository of structured organic reaction records. The task is: describe an organic reaction: reactants, conditions, products, and yield The reactants are N1CCCCC1 (piperidine), N([C@@H](C(C)C)C(=O)N1[C@H](C(=O)O)CCC1)C(=O)OCC1C2=CC=CC=C2C2=CC=CC=C12.C[C@H]1[C@H]([C@H](C[C@@H](O1)O[C@H]2C[C@@](CC=3C2=C(C4=C(C3O)C(=O)C5=CC=CC(=C5C4=O)OC)O)(C(=O)CO)O)N)O (Fmoc-Val-Pro doxorubicin). Run in CN(C=O)C (dimethylformamide). Conditions: time 1 minute. Yields the product N[C@@H](C(C)C)C(=O)N1[C@H](C(=O)O)CCC1.C[C@H]1[C@H]([C@H](C[C@@H](O1)O[C@H]2C[C@@](CC=3C2=C(C4=C(C3O)C(=O)C5=CC=CC(=C5C4=O)OC)O)(C(=O)CO)O)N)O (H-Val-Pro doxorubicin). Isolated yield 50.0%. RXN SMILES: N1CCCCC1.[NH:7](C(OCC1C2C(=CC=CC=2)C2C1=CC=CC=2)=O)[C@H:8]([C:12]([N:14]1[CH2:21][CH2:20][CH2:19][C@H:15]1[C:16]([OH:18])=[O:17])=[O:13])[CH:9]([CH3:11])[CH3:10].[CH3:39][C@@H:40]1[O:45][C@@H:44]([O:46][C@@H:47]2[C:52]3=[C:53]([OH:70])[C:54]4[C:66](=[O:67])[C:65]5[C:60](=[CH:61][CH:62]=[CH:63][C:64]=5[O:68][CH3:69])[C:58](=[O:59])[C:55]=4[C:56]([OH:57])=[C:51]3[CH2:50][C@@:49]([OH:75])([C:71]([CH2:73][OH:74])=[O:72])[CH2:48]2)[CH2:43][C@H:42]([NH2:76])[C@@H:41]1[OH:77]>CN(C)C=O>[NH2:7][C@H:8]([C:12]([N:14]1[CH2:21][CH2:20][CH2:19][C@H:15]1[C:16]([OH:18])=[O:17])=[O:13])[CH:9]([CH3:11])[CH3:10].[CH3:39][C@@H:40]1[O:45][C@@H:44]([O:46][C@@H:47]2[C:52]3=[C:53]([OH:70])[C:54]4[C:66](=[O:67])[C:65]5[C:60](=[CH:61][CH:62]=[CH:63][C:64]=5[O:68][CH3:69])[C:58](=[O:59])[C:55]=4[C:56]([OH:57])=[C:51]3[CH2:50][C@@:49]([OH:75])([C:71]([CH2:73][OH:74])=[O:72])[CH2:48]2)[CH2:43][C@H:42]([NH2:76])[C@@H:41]1[OH:77] |f:1.2,4.5|. Procedure: A solution of piperidine in dimethylformamide 50% (1.92 mL) was added to Fmoc-Val-Pro-doxorubicin (F) (29.7 mg, 0.03 mmol) and the reaction mixture was stirred at room temperature for 1 minute (the reaction colour changes form red to purple). Then, the reaction mixture was evaporated to dryness under reduced pressure and the residue thus obtained was purified by reverse phase chromatography with water/acetonitrile (70:1) to give the deprotected compound G (50% yield) Starting materials: COC(=O)CBr, O=[N+]([O-])c1ccc(-n2cc(-c3ccc(Cl)cc3Cl)nc2Cc2ccc(Br)cc2)cc1. Product: COC(=O)CNc1ccc(-n2cc(-c3ccc(Cl)cc3Cl)nc2Cc2ccc(Br)cc2)cc1. As a reaction SMILES: [Br:31][CH2:32][C:33](=[O:34])[O:35][CH3:36].[Cl:1][c:2]1[c:3](-[c:9]2[n:10][c:11]([CH2:23][c:24]3[cH:25][cH:26][c:27]([Br:30])[cH:28][cH:29]3)[n:12](-[c:14]3[cH:15][cH:16][c:17]([N+:20]([O-:21])=[O:22])[cH:18][cH:19]3)[cH:13]2)[cH:4][cH:5][c:6]([Cl:8])[cH:7]1>>[Cl:1][c:2]1[c:3](-[c:9]2[n:10][c:11]([CH2:23][c:24]3[cH:25][cH:26][c:27]([Br:30])[cH:28][cH:29]3)[n:12](-[c:14]3[cH:15][cH:16][c:17]([NH:20][CH2:32][C:33](=[O:34])[O:35][CH3:36])[cH:18][cH:19]3)[cH:13]2)[cH:4][cH:5][c:6]([Cl:8])[cH:7]1. Starting materials: CN(C)N, CO, N#Cc1cc([N+](=O)[O-])cc(C(F)(F)F)c1. RXN SMILES: [CH3:16][N:17]([CH3:18])[NH2:19].[CH3:20][OH:21].[N+:1]([O-:2])(=[O:3])[c:4]1[cH:5][c:6]([C:7]#[N:8])[cH:9][c:10]([C:12]([F:13])([F:14])[F:15])[cH:11]1>>[NH2:1][c:4]1[cH:5][c:6]([C:7]#[N:8])[cH:9][c:10]([C:12]([F:13])([F:14])[F:15])[cH:11]1. The product is N#Cc1cc(N)cc(C(F)(F)F)c1. The solvent is C(Cl)Cl (methylene chloride), CCOCC (ether). Yields the product BrC1=CC2=C(CCCCC2OC2OCCCC2)C=C1 ((±)-2-[(3-Bromo-6,7,8,9-tetrahydro-5H-benzo[7]annulen-5-yl)oxy]tetrahydro-2H-pyran). Reactants: BrC1=CC2=C(CCCCC2O)C=C1 ((±)-3-bromo-6,7,8,9-tetrahydro-5H-benzo[7]annulen-5-ol), O1CCCC=C1 (3,4-dihydro-2H-pyran), C1(=CC=C(C=C1)S(=O)(=O)[O-])C.[NH+]1=CC=CC=C1 (pyridinium p-toluenesulfonate). Reaction SMILES: [Br:1][C:2]1[CH:13]=[CH:12][C:5]2[CH2:6][CH2:7][CH2:8][CH2:9][CH:10]([OH:11])[C:4]=2[CH:3]=1.[O:14]1[CH:19]=[CH:18][CH2:17][CH2:16][CH2:15]1.C1(C)C=CC(S([O-])(=O)=O)=CC=1.[NH+]1C=CC=CC=1>C(Cl)Cl.CCOCC>[Br:1][C:2]1[CH:13]=[CH:12][C:5]2[CH2:6][CH2:7][CH2:8][CH2:9][CH:10]([O:11][CH:15]3[CH2:16][CH2:17][CH2:18][CH2:19][O:14]3)[C:4]=2[CH:3]=1 |f:2.3|. Reported procedure: A mixture of 1.88 g (7.8 mmol) of (±)-3-bromo-6,7,8,9-tetrahydro-5H-benzo[7]annulen-5-ol, 1.07 mL (11.7 mmol, 1.5 equiv) of 3,4-dihydro-2H-pyran, and 0.20 g (0.80 mmol, 0.1 equiv) of pyridinium p-toluenesulfonate in 38 mL of methylene chloride was stirred under nitrogen at ambient temperature overnight. The mixture was diluted with 115 mL of ether, washed with 45 mL of half-saturated sodium chloride solution, dried over sodium sulfate, filtered, and concentrated to give 2.8 g of a cloudy oil. Pu... Conditions: time 8 hour. The reactants are BrC1=CC=C(CNC2=C(C(=NC3=CC=CC=C23)C)C(C)=O)C=C1 (1-(4-(4-bromobenzylamino)-2-methylquinolin-3-yl)ethanone), BrC1=CC=C(CBr)C=C1 (4-bromobenzyl bromide), BrC1=CC=C(CNC2=C(C(=NC3=CC=CC=C23)C)C(C)=O)C=C1 (1-(4-(4-bromobenzylamino)-2-methylquinolin-3-yl)ethanone), BrC=1C=C2C(=C(C(=NC2=CC1)C)C(=O)OC)N (methyl 6-bromo4-amino-2-methylquinoline-3-carboxylate). The product is BrC=1C=C2C(=C(C(=NC2=CC1)C)C(=O)OC)NCC1=CC=CC=C1 (Methyl 6-bromo-4-benzylamino-2-methylquinoline-3-carboxylate). Reaction SMILES: Br[C:2]1[CH:23]=[CH:22][C:5]([CH2:6]NC2C3C(=CC=CC=3)N=C(C)C=2C(=O)C)=[CH:4][CH:3]=1.[Br:24][C:25]1[CH:26]=[C:27]2[C:32](=[CH:33][CH:34]=1)[N:31]=[C:30]([CH3:35])[C:29]([C:36]([O:38][CH3:39])=[O:37])=[C:28]2[NH2:40].BrC1C=CC(CBr)=CC=1>>[Br:24][C:25]1[CH:26]=[C:27]2[C:32](=[CH:33][CH:34]=1)[N:31]=[C:30]([CH3:35])[C:29]([C:36]([O:38][CH3:39])=[O:37])=[C:28]2[NH:40][CH2:6][C:5]1[CH:22]=[CH:23][CH:2]=[CH:3][CH:4]=1. Reported procedure: Methyl 6-bromo-4-benzylamino-2-methylquinoline-3-carboxylate was synthesized by the same process as described for 1-(4-(4-bromobenzylamino)-2-methylquinolin-3-yl)ethanone (Example 1, Intermediate 2c) starting from methyl 6-bromo4-amino-2-methylquinoline-3-carboxylate and 4-bromobenzyl bromide. Melting point: 89° C.; MS(ES+): 385/387. Starting materials: CO, COC(=O)c1cccn(-c2ccc(F)cc2)c1=O, [Li+], [OH-], O. Yields the product O=C(O)c1cccn(-c2ccc(F)cc2)c1=O. RXN SMILES: [CH3:21][OH:22].[F:1][c:2]1[cH:3][cH:4][c:5](-[n:8]2[c:9](=[O:18])[c:10]([C:14](=[O:15])[O:16][CH3:17])[cH:11][cH:12][cH:13]2)[cH:6][cH:7]1.[Li+:20].[OH-:19].[OH2:23]>>[F:1][c:2]1[cH:3][cH:4][c:5](-[n:8]2[c:9](=[O:18])[c:10]([C:14](=[O:15])[OH:16])[cH:11][cH:12][cH:13]2)[cH:6][cH:7]1.